From a dataset of the Open Reaction Database (ORD), a public repository of structured organic reaction records. describe an organic reaction: reactants, conditions, products, and yield Starting materials: COC(=O)C1C(CC(CC1=O)=O)CCSC1=CC=C(C=C1)C(F)(F)F (6-methoxycarbonyl-5-[2-(4-trifluoromethylphenylthio)ethyl]cyclohexane-1,3-dione), C([O-])([O-])=O.[Na+].[Na+] (sodium carbonate). The solvent is O (water). Product: FC(C1=CC=C(C=C1)SCCC1CC(CC(C1)=O)=O)(F)F (5-[2-(4-trifluoromethylphenylthio)ethyl]cyclohexane-1,3-dione). Reaction SMILES: COC([CH:5]1[C:10](=[O:11])[CH2:9][C:8](=[O:12])[CH2:7][CH:6]1[CH2:13][CH2:14][S:15][C:16]1[CH:21]=[CH:20][C:19]([C:22]([F:25])([F:24])[F:23])=[CH:18][CH:17]=1)=O.C(=O)([O-])[O-].[Na+].[Na+]>O>[F:24][C:22]([F:23])([F:25])[C:19]1[CH:18]=[CH:17][C:16]([S:15][CH2:14][CH2:13][CH:6]2[CH2:7][C:8](=[O:12])[CH2:9][C:10](=[O:11])[CH2:5]2)=[CH:21][CH:20]=1 |f:1.2.3|. Procedure details: 2.00 Grams of 6-methoxycarbonyl-5-[2-(4-trifluoromethylphenylthio)ethyl]cyclohexane-1,3-dione was dissolved in 30 ml of water, and 1.6 g of sodium carbonate was added to the resulting solution which was then heated under reflux for 5 hours. After thoroughly cooling the reaction solution, the reaction solution was extracted with ether to remove impurities, and the aqueous layer was acidified with hydrochloric acid and extracted with ethyl acetate to separate the desired product. The ethyl acetate...